Task: describe an organic reaction: reactants, conditions, products, and yield. Dataset: the Open Reaction Database (ORD), a public repository of structured organic reaction records The reactants are C[Si](C)(C)C[Li] (trimethylsilylmethyllithium), CC=1C(C(CC2OCOC21)(C)C)=O (4,6,6-trimethyl-5,6,7,7a-tetrahydro-1,3-benzodioxol-5-one), ClC[Si](C)(C)C (chloromethyltrimethylsilane), [Li] (lithium). The solvent is O (water), CCCCC (pentane), O1CCCC1 (tetrahydrofuran), CCCCC (pentane). Run at time 20 minute. The product is CC=1C(C(CC2OCOC21)(C)C)(O)C[Si](C)(C)C (4,6,6-trimethyl-5,6,7,7a-tetrahydro-5-trimethylsilylmethyl-1,3-benzodioxol-5-ol). Yield: 100.0%. As a reaction SMILES: Cl[CH2:2][Si:3]([CH3:6])([CH3:5])[CH3:4].[Li].C[Si](C[Li])(C)C.[CH3:14][C:15]1[C:16](=[O:26])[C:17]([CH3:25])([CH3:24])[CH2:18][CH:19]2[C:23]=1[O:22][CH2:21][O:20]2>CCCCC.O1CCCC1.O>[CH3:14][C:15]1[C:16]([CH2:2][Si:3]([CH3:6])([CH3:5])[CH3:4])([OH:26])[C:17]([CH3:25])([CH3:24])[CH2:18][CH:19]2[C:23]=1[O:22][CH2:21][O:20]2 |^1:6|. Procedure: 24.7 ml (20.6 g, 0.17 mol) of chloromethyltrimethylsilane were reacted with 2.92 g (0.42 mol) of lithium powder in 150 ml of pentane (according to the method described in Example 3). The resulting solution of trimethylsilylmethyllithium (about 0.14 mol) in pentane was placed in a 500 ml flask under argon gasification. A solution of 20 g (0.11 mol) of 4,6,6-trimethyl-5,6,7,7a-tetrahydro-1,3-benzodioxol-5-one in 25 ml of tetrahydrofuran was added thereto at −20° C. within about 20 minutes. After a... The reactants are C(=O)(N1C=NC=C1)N1C=NC=C1 (1,1'-carbonyldiimidazole), NC1=CC(=C(C(=O)O)C=C1Cl)OCC=1N=C(SC1)C (4-amino-5-chloro-2-[(2-methylthiazol-4-yl)methoxy]benzoic acid), NC1CN2CCC1CC2 (3-aminoquinuclidine). Run in O1CCCC1 (tetrahydrofuran), O1CCCC1 (tetrahydrofuran). Reaction conditions: time 90 minute. The product is NC1=CC(=C(C(=O)NC2CN3CCC2CC3)C=C1Cl)OCC=1N=C(SC1)C (4-Amino-N-(1-azabicyclo[2,2,2]oct-3-yl)-5-chloro-2-[(2-methylthiazol-4-yl)methoxy]benzamide). Yield: 66.4%. RXN SMILES: [NH2:1][C:2]1[C:10]([Cl:11])=[CH:9][C:5]([C:6]([OH:8])=O)=[C:4]([O:12][CH2:13][C:14]2[N:15]=[C:16]([CH3:19])[S:17][CH:18]=2)[CH:3]=1.C(N1C=CN=C1)(N1C=CN=C1)=O.[NH2:32][CH:33]1[CH:38]2[CH2:39][CH2:40][N:35]([CH2:36][CH2:37]2)[CH2:34]1>O1CCCC1>[NH2:1][C:2]1[C:10]([Cl:11])=[CH:9][C:5]([C:6]([NH:32][CH:33]2[CH:38]3[CH2:39][CH2:40][N:35]([CH2:36][CH2:37]3)[CH2:34]2)=[O:8])=[C:4]([O:12][CH2:13][C:14]2[N:15]=[C:16]([CH3:19])[S:17][CH:18]=2)[CH:3]=1. Procedure details: A suspension of 4-amino-5-chloro-2-[(2-methylthiazol-4-yl)methoxy]benzoic acid (1.54 g, 5 mmoles) in anhydrous tetrahydrofuran (5 ml) was treated with 1,1'-carbonyldiimidazole (0.89 g, 5.5 mmoles), stirred at room temperature for 90 minutes, then added to a cooled (0° C.) solution of 3-aminoquinuclidine (from 6 mmoles of dihydrochloride salt and 12 mmoles of 25% sodium methoxide/methanol) in anhydrous tetrahydrofuran (5 ml) under nitogen. After 3 hours at room temperature and one hour at 60° C.,...